This data is from the Open Reaction Database (ORD), a public repository of structured organic reaction records. The task is: describe an organic reaction: reactants, conditions, products, and yield Reactants: BrC1=CC(=C(C=C1)CCCC(C)(O)C)OC (5-(4-Bromo-2-methoxy-phenyl)-2-methyl-pentan-2-ol), BrC1=CC(=C(C=C1)CCCC(C)(O)C)OC (5-(4-Bromo-2-methoxy-phenyl)-2-methyl-pentan-2-ol), S(O)(O)(=O)=O (sulfuric acid). Run in O (water). Run at time 30 minute. Yields the product BrC1=CC(=C2CCCC(C2=C1)(C)C)OC (7-Bromo-5-methoxy-1,1-dimethyl-1,2,3,4-tetrahydro-naphthalene). The yield is 84.6%. As a reaction SMILES: [Br:1][C:2]1[CH:7]=[CH:6][C:5]([CH2:8][CH2:9][CH2:10][C:11]([CH3:14])(O)[CH3:12])=[C:4]([O:15][CH3:16])[CH:3]=1.S(=O)(=O)(O)O>O>[Br:1][C:2]1[CH:7]=[C:6]2[C:5]([CH2:8][CH2:9][CH2:10][C:11]2([CH3:14])[CH3:12])=[C:4]([O:15][CH3:16])[CH:3]=1. Procedure: 5-(4-Bromo-2-methoxy-phenyl)-2-methyl-pentan-2-ol (Intermediate 62, 7.3 g, 24.6 mmol) was treated with 85% sulfuric acid (25 mL) at ambient temperature. After 30 minutes, the reaction mixture Was diluted with cold water and extracted with diethyl ether. The organic phase was washed with water and brine, dried over anhydrous magnesium sulfate, filtered and evaporated in vacuo to afford the title product (5.6 g, 83%). Reactants: CO, CCN(C(C)C)C(C)C, Cc1cc(C(=O)c2cc(Cl)ncn2)cc2oc(=O)n(C)c12, O=C1Nc2ccccc2C2(CCNCC2)N1, CN(C)C=O. The product is Cc1cc(C(=O)c2cc(N3CCC4(CC3)NC(=O)Nc3ccccc34)ncn2)cc2oc(=O)n(C)c12. RXN SMILES: [CH3:52][OH:53].[CH:38]([N:39]([CH2:40][CH3:41])[CH:42]([CH3:43])[CH3:44])([CH3:45])[CH3:46].[Cl:17][c:18]1[cH:19][c:20]([C:24](=[O:25])[c:26]2[cH:27][c:28]3[c:29]([n:30]([CH3:34])[c:31](=[O:33])[o:32]3)[c:35]([CH3:37])[cH:36]2)[n:21][cH:22][n:23]1.[NH:1]1[C:2](=[O:16])[NH:3][C:4]2([CH2:5][CH2:6][NH:7][CH2:8][CH2:9]2)[c:10]2[cH:11][cH:12][cH:13][cH:14][c:15]21.[O:47]=[CH:48][N:49]([CH3:50])[CH3:51]>>[NH:1]1[C:2](=[O:16])[NH:3][C:4]2([CH2:5][CH2:6][N:7]([c:18]3[cH:19][c:20]([C:24](=[O:25])[c:26]4[cH:27][c:28]5[c:29]([n:30]([CH3:34])[c:31](=[O:33])[o:32]5)[c:35]([CH3:37])[cH:36]4)[n:21][cH:22][n:23]3)[CH2:8][CH2:9]2)[c:10]2[cH:11][cH:12][cH:13][cH:14][c:15]21. Starting materials: ( 20 ), N1C(=O)C(=O)C2=CC=CC=C12 (isatin). Run in NN (hydrazine), NN (hydrazine). Yields the product N1C(CC2=CC=CC=C12)=O (2-oxindole). As a reaction SMILES: [NH:1]1[C:11]2[C:6](=[CH:7][CH:8]=[CH:9][CH:10]=2)[C:4](=O)[C:2]1=[O:3]>NN>[NH:1]1[C:11]2[C:6](=[CH:7][CH:8]=[CH:9][CH:10]=2)[CH2:4][C:2]1=[O:3]. Reported procedure: Chem. Educ. 1993, 70 (4), p. 332 discloses that 2-oxindoles are prepared by a two-step reaction, the first step of which comprises reacting isatin with hydrazine hydrate in anhydrous methanol to give the intermediate isatin hydrazone and isolating and purifying the intermediate. In the second step, the purified and dried intermediate is subjected to a Wolf-Kishner reduction in an anhydrous ethanol solution in the presence of a strong base such as sodium ethoxide. The yields achieved by this prep... Reactants: COC(C1=CN=C(C(=C1)Cl)N1C[C@H](N(CC1)C1=NC2=C(N1)C=C(C=C2C2=CC(=C(C(=C2)F)F)F)C(F)(F)F)C)=O (5-chloro-6-{(3R)-3-methyl-4-[6-trifluoromethyl-4-(3,4,5-trifluoro-phenyl)-1H-benzoimidazol-2-yl]-piperazin-1-yl}-nicotinic acid methyl ester), [OH-].[Na+] (NaOH), Cl (HCl). Run in C1CCOC1 (THF). Run at temperature 50 celsius, time 16 hour. The product is ClC=1C(=NC=C(C(=O)O)C1)N1C[C@H](N(CC1)C1=NC2=C(N1)C(=CC(=C2)C(F)(F)F)C2=CC(=C(C(=C2)F)F)F)C (5-Chloro-6-{(3R)-3-methyl-4-[5-trifluoromethyl-7-(3,4,5-trifluoro-phenyl)-1H-benzoimidazol-2-yl]-piperazin-1-yl}-nicotinic acid). RXN SMILES: C[O:2][C:3](=[O:40])[C:4]1[CH:9]=[C:8]([Cl:10])[C:7]([N:11]2[CH2:16][CH2:15][N:14]([C:17]3[NH:21][C:20]4[CH:22]=[C:23]([C:35]([F:38])([F:37])[F:36])[CH:24]=[C:25]([C:26]5[CH:31]=[C:30]([F:32])[C:29]([F:33])=[C:28]([F:34])[CH:27]=5)[C:19]=4[N:18]=3)[C@H:13]([CH3:39])[CH2:12]2)=[N:6][CH:5]=1.[OH-].[Na+].Cl>C1COCC1>[Cl:10][C:8]1[C:7]([N:11]2[CH2:16][CH2:15][N:14]([C:17]3[NH:18][C:19]4[C:25]([C:26]5[CH:31]=[C:30]([F:32])[C:29]([F:33])=[C:28]([F:34])[CH:27]=5)=[CH:24][C:23]([C:35]([F:38])([F:36])[F:37])=[CH:22][C:20]=4[N:21]=3)[C@H:13]([CH3:39])[CH2:12]2)=[N:6][CH:5]=[C:4]([CH:9]=1)[C:3]([OH:40])=[O:2] |f:1.2|. Reported procedure: A mixture of 5-chloro-6-{(3R)-3-methyl-4-[6-trifluoromethyl-4-(3,4,5-trifluoro-phenyl)-1H-benzoimidazol-2-yl]-piperazin-1-yl}-nicotinic acid methyl ester (58 mg, 0.1 mmol, Example 178c) and 1N NaOH (0.11 mL) in THF (1 mL) was stirred at 50° C. for 16 h. 1N HCl (0.11 mL) was added and the mixture was extracted with EtOAc (2×20 mL). The combined organic extracts were washed with brine (5 mL), dried over Na2SO4 and filtered. The filtrate was evaporated in vacuo and the residue was purified by silic... Run at time 1 hour. Procedure details: To a solution of tert-butyl {(1S,2R)-2-[(6-carbamoyl-5-{[5-(dimethylcarbamoyl)-6-methylpyridin-2-yl]amino}pyridin-3-yl)amino]cyclohexyl}carbamate (48 mg, 0.094 mmol) in dichloromethane (1 mL) was added trifluoroacetic acid (0.10 mL, 1.3 mmol). The reaction mixture was stirred at room temperature for 1 hour. The reaction mixture was concentrated under reduced pressure and purified by reverse phase HPLC to afford 5-{[(1R,2S)-2-aminocyclohexyl]amino}-3-{[5-(dimethylcarbamoyl)-6-methylpyridin-2-yl]a... Reaction SMILES: [C:1]([C:4]1[N:9]=[CH:8][C:7]([NH:10][C@@H:11]2[CH2:16][CH2:15][CH2:14][CH2:13][C@@H:12]2[NH:17]C(=O)OC(C)(C)C)=[CH:6][C:5]=1[NH:25][C:26]1[CH:31]=[CH:30][C:29]([C:32](=[O:36])[N:33]([CH3:35])[CH3:34])=[C:28]([CH3:37])[N:27]=1)(=[O:3])[NH2:2].FC(F)(F)C(O)=O>ClCCl>[NH2:17][C@H:12]1[CH2:13][CH2:14][CH2:15][CH2:16][C@H:11]1[NH:10][C:7]1[CH:6]=[C:5]([NH:25][C:26]2[CH:31]=[CH:30][C:29]([C:32](=[O:36])[N:33]([CH3:34])[CH3:35])=[C:28]([CH3:37])[N:27]=2)[C:4]([C:1]([NH2:2])=[O:3])=[N:9][CH:8]=1. Starting materials: C(N)(=O)C1=C(C=C(C=N1)N[C@H]1[C@H](CCCC1)NC(OC(C)(C)C)=O)NC1=NC(=C(C=C1)C(N(C)C)=O)C (tert-butyl {(1S,2R)-2-[(6-carbamoyl-5-{[5-(dimethylcarbamoyl)-6-methylpyridin-2-yl]amino}pyridin-3-yl)amino]cyclohexyl}carbamate), FC(C(=O)O)(F)F (trifluoroacetic acid). Run in ClCCl (dichloromethane). The product is N[C@@H]1[C@@H](CCCC1)NC=1C=C(C(=NC1)C(=O)N)NC1=NC(=C(C=C1)C(N(C)C)=O)C (5-{[(1R,2S)-2-aminocyclohexyl]amino}-3-{[5-(dimethylcarbamoyl)-6-methylpyridin-2-yl]amino}pyridine-2-carboxamide).